From a dataset of the Open Reaction Database (ORD), a public repository of structured organic reaction records. describe an organic reaction: reactants, conditions, products, and yield The reactants are C(C1=CC=CC=C1)OC1=CC=C(C=C1)C(C)=O (4'-benzyloxyacetophenone), C[Si](C)(C)[N-][Si](C)(C)C.[Li+] (lithium bis(trimethylsilyl)amide), Cl[Si](C)(C)C (chlorotrimethylsilane), diethyl ester, C1(=CC=CC=C1)CCSC(C(=O)O)C(=O)O ([(2-phenylethyl)thio]propanedioic acid). Solvent: C1CCOC1 (THF). The product is OC1=C(C(OC(=C1)C1=CC=C(C=C1)OCC1=CC=CC=C1)=O)SCCC1=CC=CC=C1 (4-Hydroxy-3-[(2-phenylethyl)thio]-6-[4-(phenylmethoxy)phenyl]-2H-pyran-2-one). Reaction SMILES: [CH2:1]([O:8][C:9]1[CH:14]=[CH:13][C:12]([C:15](=[O:17])[CH3:16])=[CH:11][CH:10]=1)[C:2]1[CH:7]=[CH:6][CH:5]=[CH:4][CH:3]=1.C[Si]([N-][Si](C)(C)C)(C)C.[Li+].Cl[Si](C)(C)C.[C:33]1([CH2:39][CH2:40][S:41][CH:42]([C:46](O)=[O:47])[C:43](O)=[O:44])[CH:38]=[CH:37][CH:36]=[CH:35][CH:34]=1>C1COCC1>[OH:47][C:46]1[CH:16]=[C:15]([C:12]2[CH:11]=[CH:10][C:9]([O:8][CH2:1][C:2]3[CH:3]=[CH:4][CH:5]=[CH:6][CH:7]=3)=[CH:14][CH:13]=2)[O:17][C:43](=[O:44])[C:42]=1[S:41][CH2:40][CH2:39][C:33]1[CH:34]=[CH:35][CH:36]=[CH:37][CH:38]=1 |f:1.2|. Procedure details: The title compound was prepared by Method A using 4'-benzyloxyacetophenone (1.14 g, 5.06 mmol), lithium bis(trimethylsilyl)amide (0.930 g, 5.56 mmol), chlorotrimethylsilane (0.705 mL, 5.56 mmol), THF (57 mL), and diethyl ester of [(2-phenylethyl)thio]propanedioic acid (1.00 g, 3.37 mmol). m.p. 139-142° C.; 1H NMR (400 MHz, DMSO-d6) δ2.77 (t, 2 H), 2.98 (t, 2 H), 5.19 (s, 2 H), 6.68 (s, 1 H), 7.26 (m, 7 H), 7.43 (m, 5 H), 7.76 (d, 2 H). Reactants: ClC1=CC=C(C(=O)N2C[C@@H](CC2)NC2=CC=C(C=N2)/C=C/C(=O)NOC2OCCCC2)C=C1 ((2E)-3-(6-{[(3R)-1-(4-chlorobenzoyl)-3-pyrrolidinyl]amino}-3-pyridyl)-N-(tetrahydro-2H-pyran-2-yloxy)acrylamide), CO.Cl (hydrogen chloride methanol). Solvent: CCOC(=O)C (AcOEt), CO (MeOH). Run at time 0.5 hour. Yields the product Cl.ClC1=CC=C(C(=O)N2C[C@@H](CC2)NC2=CC=C(C=N2)/C=C/C(=O)NO)C=C1 ((2E)-3-(6-{[(3R)-1-(4-chlorobenzoyl)-3-pyrrolidinyl]amino}-3-pyridyl)-N-hydroxyacrylamide hydrochloride). Isolated yield 138.9%. Reaction SMILES: [Cl:1][C:2]1[CH:33]=[CH:32][C:5]([C:6]([N:8]2[CH2:12][CH2:11][C@@H:10]([NH:13][C:14]3[N:19]=[CH:18][C:17](/[CH:20]=[CH:21]/[C:22]([NH:24][O:25]C4CCCCO4)=[O:23])=[CH:16][CH:15]=3)[CH2:9]2)=[O:7])=[CH:4][CH:3]=1.CO.Cl>CO.CCOC(C)=O>[ClH:1].[Cl:1][C:2]1[CH:3]=[CH:4][C:5]([C:6]([N:8]2[CH2:12][CH2:11][C@@H:10]([NH:13][C:14]3[N:19]=[CH:18][C:17](/[CH:20]=[CH:21]/[C:22]([NH:24][OH:25])=[O:23])=[CH:16][CH:15]=3)[CH2:9]2)=[O:7])=[CH:32][CH:33]=1 |f:1.2,5.6|. Reported procedure: To a solution of (2E)-3-(6-{[(3R)-1-(4-chlorobenzoyl)-3-pyrrolidinyl]amino}-3-pyridyl)-N-(tetrahydro-2H-pyran-2-yloxy)acrylamide (1.89 g) in MeOH (32 mL) was added hydrogen chloride methanol reagent 10 (8.0 mL, Tokyo Kasei), and the mixture was stirred at ambient temperature for 0.5 hour. The reaction mixture was diluted with AcOEt and the precipitate was collected with filtration to give (2E)-3-(6-{[(3R)-1-(4-chlorobenzoyl)-3-pyrrolidinyl]amino}-3-pyridyl)-N-hydroxyacrylamide hydrochloride (1.1... The reactants are S(=O)(Cl)Cl (thionyl chloride), C(#N)C=1C=CC(=NC1)NC(CCC(=O)O)=O (4-[(5-cyano-2-pyridyl)amino]-4-oxo-butanoic acid). Run in C(CCC)O (butan-1-ol). Run at time 5 minute. Yields the product C(#N)C=1C=CC(=NC1)NC(CCC(=O)OCCCC)=O (butyl 4-[(5-cyano-2-pyridyl)amino]-4-oxo-butanoate). Reaction SMILES: S(Cl)(Cl)=O.[C:5]([C:7]1[CH:8]=[CH:9][C:10]([NH:13][C:14](=[O:20])[CH2:15][CH2:16][C:17]([OH:19])=[O:18])=[N:11][CH:12]=1)#[N:6]>C(O)CCC>[C:5]([C:7]1[CH:8]=[CH:9][C:10]([NH:13][C:14](=[O:20])[CH2:15][CH2:16][C:17]([O:19][CH2:5][CH2:7][CH2:8][CH3:9])=[O:18])=[N:11][CH:12]=1)#[N:6]. Procedure details: To a solution of butan-1-ol (3 mL) was added dropwise thionyl chloride (2.73 mmol, 0.200 mL 3 eq). After 5 min, 4-[(5-cyano-2-pyridyl)amino]-4-oxo-butanoic acid A2 (prepared as described before, 200 mg, 0.912 mmol) was added to the solution. The reaction mixture was stirred overnight at room temperature. The reaction was stopped and the solution was partitioned between ethyl acetate and water. The aqueous layer was separated and extracted with ethyl acetate (2×). The combined organic layer was w...